Dataset: the Open Reaction Database (ORD), a public repository of structured organic reaction records. Task: describe an organic reaction: reactants, conditions, products, and yield Starting materials: CCCCOc1c(CNC(=O)OC(C)(C)C)n(CC(C)(C)C)c(=O)c2ccc(C=CC(=O)OCC)cc12, CCO, Cl, [Na+], C1CCOC1, [OH-], O. The product is CCCCOc1c(CNC(=O)OC(C)(C)C)n(CC(C)(C)C)c(=O)c2ccc(C=CC(=O)O)cc12. Reaction SMILES: [CH2:1]([CH2:2][CH2:3][CH3:4])[O:5][c:6]1[c:7]([CH2:29][NH:30][C:31](=[O:32])[O:33][C:34]([CH3:35])([CH3:36])[CH3:37])[n:8]([CH2:24][C:25]([CH3:26])([CH3:27])[CH3:28])[c:9](=[O:23])[c:10]2[cH:11][cH:12][c:13]([CH:16]=[CH:17][C:18](=[O:19])[O:20][CH2:21][CH3:22])[cH:14][c:15]12.[CH3:47][CH2:48][OH:49].[ClH:41].[Na+:39].[O:42]1[CH2:43][CH2:44][CH2:45][CH2:46]1.[OH-:38].[OH2:40]>>[CH2:1]([CH2:2][CH2:3][CH3:4])[O:5][c:6]1[c:7]([CH2:29][NH:30][C:31](=[O:32])[O:33][C:34]([CH3:35])([CH3:36])[CH3:37])[n:8]([CH2:24][C:25]([CH3:26])([CH3:27])[CH3:28])[c:9](=[O:23])[c:10]2[cH:11][cH:12][c:13]([CH:16]=[CH:17][C:18](=[O:19])[OH:20])[cH:14][c:15]12.